This data is from the Open Reaction Database (ORD), a public repository of structured organic reaction records. The task is: describe an organic reaction: reactants, conditions, products, and yield Starting materials: ClCCCC1(CC=CCC1C1=CC=CC=C1)C(=O)Cl (1-(3-chloropropyl)-6-phenyl-3-cyclohexene-1-carbonyl chloride), CNC (dimethylamine). Run in C(Cl)Cl (methylene chloride). The product is CN(C(=O)C1(CC=CCC1C1=CC=CC=C1)CCCCl)C (N,N-dimethyl-1-(3-chloropropyl)-6-phenyl-3-cyclohexene-1-carboxamide). The yield is 90.4%. RXN SMILES: [Cl:1][CH2:2][CH2:3][CH2:4][C:5]1([C:17](Cl)=[O:18])[CH:10]([C:11]2[CH:16]=[CH:15][CH:14]=[CH:13][CH:12]=2)[CH2:9][CH:8]=[CH:7][CH2:6]1.[CH3:20][NH:21][CH3:22]>C(Cl)Cl>[CH3:20][N:21]([CH3:22])[C:17]([C:5]1([CH2:4][CH2:3][CH2:2][Cl:1])[CH:10]([C:11]2[CH:16]=[CH:15][CH:14]=[CH:13][CH:12]=2)[CH2:9][CH:8]=[CH:7][CH2:6]1)=[O:18]. Procedure: 1-(3-chloropropyl)-6-phenyl-3-cyclohexene-1-carbonyl chloride (5.22 g, 17.5 mmol) was treated with excess dimethylamine (10 g) in methylene chloride (100 ml) to afford 4.84 g (90% yield) of N,N-dimethyl-1-(3-chloropropyl)-6-phenyl-3-cyclohexene-1-carboxamide as a viscous oil. The infrared spectrum had a carbonyl stretching frequency at 1660 cm-1 indicative of an amide which replaced the carbonyl stretch at 1790 cm-1 for the acid chloride. The tertiary amide isolated above (4.80 g, 15.1 mmol) was... The reactants are O (water), [H-].[Na+] (NaH), C(C)(C)(C)OC(=O)N[C@@H]1CC2=CC(=CC=C2CC1)O ((2S)-2-tert-butoxycarbonylamino-7-hydroxy-tetralin), BrCC(=O)N (2-bromoacetamide). Run in CN(C)C=O (DMF), CN(C)C=O (DMF), CN(C)C=O (DMF). Reaction conditions: time 6 hour. Product: C(C)(C)(C)OC(=O)N[C@@H]1CC2=CC(=CC=C2CC1)OCC(=O)N ((2S)-2-tert-butoxycarbonylamino-7-aminocarbonylmethoxy-tetralin). Reaction SMILES: [H-].[Na+].[C:3]([O:7][C:8]([NH:10][C@H:11]1[CH2:20][CH2:19][C:18]2[C:13](=[CH:14][C:15]([OH:21])=[CH:16][CH:17]=2)[CH2:12]1)=[O:9])([CH3:6])([CH3:5])[CH3:4].Br[CH2:23][C:24]([NH2:26])=[O:25].O>CN(C=O)C>[C:3]([O:7][C:8]([NH:10][C@H:11]1[CH2:20][CH2:19][C:18]2[C:13](=[CH:14][C:15]([O:21][CH2:23][C:24]([NH2:26])=[O:25])=[CH:16][CH:17]=2)[CH2:12]1)=[O:9])([CH3:6])([CH3:4])[CH3:5] |f:0.1|. Reported procedure: 0.16 g of 60% NaH (0.004 mole) and 3.5 ml of anhydrous DMF were stirred at ambient temperature in a stream of nitrogen and 1 g (0.0038 mole) of (2S)-2-tert-butoxycarbonylamino-7-hydroxy-tetralin in 9 ml of anhydrous DMF and 0.52 g (0.0038 mole) of 2-bromoacetamide in 2.5 ml of anhydrous DMF were added. It was stirred at ambient temperature for 6 hours then the mixture was poured into water. The precipitated product was filtered and the product of the heading was then obtained. The reactants are Cl (HCl), C[Mg]I (MeMgI), C(C)OCC (diethyl ether), C(#N)C1=NC=CC=C1C(F)(F)F (2-cyano-3-trifluoromethylpyridine). Solvent: C1CCOC1 (THF). Run at time 30 minute. The product is C(C)(=O)C1=NC=CC=C1C(F)(F)F (2-acetyl-3-trifluoromethylpyridine). RXN SMILES: C(C1[C:8]([C:9]([F:12])([F:11])[F:10])=[CH:7][CH:6]=[CH:5][N:4]=1)#N.[CH3:13][Mg]I.C([O:18][CH2:19][CH3:20])C.Cl>C1COCC1>[C:19]([C:20]1[C:8]([C:9]([F:12])([F:11])[F:10])=[CH:7][CH:6]=[CH:5][N:4]=1)(=[O:18])[CH3:13]. Reported procedure: Dissolve 2-cyano-3-trifluoromethylpyridine (30.0 g, 0.174 moles) in anhydrous THF (200 mL) under N2 atmosphere and cool in an ice bath. Add drop wise 3.0 M MeMgI in diethyl ether (120 ml, 0.348 mol) to the reaction mixture and stir in an ice bath for 30 minutes. Pour the reaction mixture over ice cold water, acidify the mixture with 2.0 N aq. HCl to pH 2 to 3. Extract the reaction mixture with EtOAc (3×300 mL) and dry over anhydrous MgSO4. Filter, concentrate under vacuum to afford crude product... Reaction SMILES: [ClH:20].[O:31]=[CH:32][N:33]([CH3:34])[CH3:35].[OH:21][CH2:22][c:23]1[n:24][cH:25][c:26]2[s:27][cH:28][cH:29][n:30]12.[c:1]1([P:7]([c:8]2[cH:9][cH:10][cH:11][cH:12][cH:13]2)[c:14]2[cH:15][cH:16][cH:17][cH:18][cH:19]2)[cH:2][cH:3][cH:4][cH:5][cH:6]1>>[Cl-:20].[c:1]1([P+:7]([c:8]2[cH:9][cH:10][cH:11][cH:12][cH:13]2)([c:14]2[cH:15][cH:16][cH:17][cH:18][cH:19]2)[CH2:22][c:23]2[n:24][cH:25][c:26]3[s:27][cH:28][cH:29][n:30]23)[cH:2][cH:3][cH:4][cH:5][cH:6]1. Product: [Cl-], c1ccc([P+](Cc2ncc3sccn23)(c2ccccc2)c2ccccc2)cc1. The reactants are Cl, CN(C)C=O, OCc1ncc2sccn12, c1ccc(P(c2ccccc2)c2ccccc2)cc1.